From a dataset of the Open Reaction Database (ORD), a public repository of structured organic reaction records. describe an organic reaction: reactants, conditions, products, and yield Starting materials: Cc1cc(NC(=O)CC(=O)c2cccc(-c3cccnc3)c2)c(NC(=O)OC(C)(C)C)cc1C(F)(F)F, ClCCl, O=C(O)C(F)(F)F. The product is Cc1cc2c(cc1C(F)(F)F)N=C(c1cccc(-c3cccnc3)c1)CC(=O)N2. Reaction SMILES: [C:1]([O:2][C:3](=[O:4])[NH:7][c:8]1[c:9]([NH:19][C:20]([CH2:21][C:22](=[O:5])[c:23]2[cH:24][c:25](-[c:29]3[cH:30][n:31][cH:32][cH:33][cH:34]3)[cH:26][cH:27][cH:28]2)=[O:36])[cH:10][c:11]([CH3:18])[c:12]([C:14]([F:15])([F:16])[F:17])[cH:13]1)([CH3:6])([CH3:35])[CH3:37].[Cl:45][CH2:46][Cl:47].[F:38][C:39]([F:40])([F:41])[C:42]([OH:43])=[O:44]>>[N:7]1=[C:22]([c:23]2[cH:24][c:25](-[c:29]3[cH:30][n:31][cH:32][cH:33][cH:34]3)[cH:26][cH:27][cH:28]2)[CH2:21][C:20](=[O:36])[NH:19][c:9]2[c:8]1[cH:13][c:12]([C:14]([F:15])([F:16])[F:17])[c:11]([CH3:18])[cH:10]2. Procedure: To a round-bottom flask at room temperature was added (R)-methyl 1-(naphthalen-2-yl)-2,2-diphenylcyclopropanecarboxylate (18.5 mmol, 7.0 g, 1.0 equiv) in dry DMSO (50 mL). t−BuOK (41.0 mmol, 4.6 g, 2.2 equiv) was added in several portions over 30 minutes under argon. The reaction was monitored by TLC technique until the starting material was consumed completely. The reaction mixture was cooled with ice bath and acidified by saturated ammonium chloride aqueous (15 mL), followed by a slow addition... Run in CS(=O)C (DMSO). The product is C1=C(C=CC2=CC=CC=C12)[C@]1(C(C1)(C1=CC=CC=C1)C1=CC=CC=C1)C(=O)O ((R)-1-(naphthalen-2-yl)-2,2-diphenylcyclopropanecarboxylic acid). Yield: 61.0%. Reaction SMILES: [CH:1]1[C:10]2[C:5](=[CH:6][CH:7]=[CH:8][CH:9]=2)[CH:4]=[CH:3][C:2]=1[C@:11]1([C:26]([O:28]C)=[O:27])[CH2:13][C:12]1([C:20]1[CH:25]=[CH:24][CH:23]=[CH:22][CH:21]=1)[C:14]1[CH:19]=[CH:18][CH:17]=[CH:16][CH:15]=1.CC([O-])(C)C.[K+]>CS(C)=O>[CH:1]1[C:10]2[C:5](=[CH:6][CH:7]=[CH:8][CH:9]=2)[CH:4]=[CH:3][C:2]=1[C@:11]1([C:26]([OH:28])=[O:27])[CH2:13][C:12]1([C:20]1[CH:21]=[CH:22][CH:23]=[CH:24][CH:25]=1)[C:14]1[CH:19]=[CH:18][CH:17]=[CH:16][CH:15]=1 |f:1.2|. The reactants are C1=C(C=CC2=CC=CC=C12)[C@]1(C(C1)(C1=CC=CC=C1)C1=CC=CC=C1)C(=O)OC ((R)-methyl 1-(naphthalen-2-yl)-2,2-diphenylcyclopropanecarboxylate), CC(C)(C)[O-].[K+] (t−BuOK).